Dataset: the Open Reaction Database (ORD), a public repository of structured organic reaction records. Task: describe an organic reaction: reactants, conditions, products, and yield Starting materials: C(C)OP(OCC)(=O)CC (Diethylethanephosphonate), CN1C=NC=C1 (N-methylimidazole). Run at time 80 minute. Yields the product C(C)OP([O-])(=O)CC.C[N+]1(C=NC=C1)CC (N-methyl-N-ethylimidazolium ethylethanephosphonate). Yield: 183.3%. As a reaction SMILES: [CH2:1]([O:3][P:4]([CH2:9][CH3:10])(=[O:8])[O:5]CC)[CH3:2].[CH3:11][N:12]1[CH:16]=[CH:15][N:14]=[CH:13]1>>[CH2:1]([O:3][P:4]([CH2:9][CH3:10])(=[O:5])[O-:8])[CH3:2].[CH3:11][N+:12]1([CH2:9][CH3:10])[CH:16]=[CH:15][N:14]=[CH:13]1 |f:2.3|. Procedure details: Diethylethanephosphonate (68.2 g, 99%, 0.406 mole) was dripped into a 300 ml flask containing 33.3 g (99%, 0.402 mole) N-methylimidazole at 160° C. under nitrogen and stirring over a period of 80 minutes. The liquid was stirred at the same temperature for an additional 10 hours. The liquid was cooled, moved to a rotary evaporator and dried at 140° C./5 mmHg for 2.5 hours. The product (92.4 g, yield 92%) was a liquid at room temperature. 1H-NMR (CDCl3, 300.13 MHz, δ): 10.99 (s, 1H, —N—CH═N—), 7.7... The reactants are C(CC(O)(C(=O)O)CC(=O)O)(=O)O (citric acid), OC1(CC(C2CCC(=C2CC1)C)C)C (6-hydroxy-1,6-dimethyl-4-methyl-2,3,3a,4,5,6,7,8-octahydroazulene), S(=O)(=O)(OC)OC (dimethyl sulphate), [H-].[Na+] (sodium hydride). Run in C1=CC=CC=C1 (benzene). Yields the product COC1(CC(C2CCC(=C2CC1)C)=C)C (6-methoxy-1,6-dimethyl-4-methylen-2,3,3a,4,5,6,7,8-octahydroazulene). The yield is 74.0%. RXN SMILES: [OH:1][C:2]1([CH3:14])[CH2:11][CH2:10][C:9]2[CH:5]([CH2:6][CH2:7][C:8]=2[CH3:12])[CH:4]([CH3:13])[CH2:3]1.[H-].[Na+].S(OC)(O[CH3:21])(=O)=O.C(O)(=O)CC(CC(O)=O)(C(O)=O)O>C1C=CC=CC=1>[CH3:21][O:1][C:2]1([CH3:14])[CH2:11][CH2:10][C:9]2[CH:5]([CH2:6][CH2:7][C:8]=2[CH3:12])[C:4](=[CH2:13])[CH2:3]1 |f:1.2|. Procedure: 9.6 g of 6-hydroxy-1,6-dimethyl-4-methyl-2,3,3a,4,5,6,7,8-octahydroazulene in 300 ml of absolute benzene were heated to reflux for 15 hours with 4.8 g of sodium hydride (50% paraffin-containing paste, purified by washing with benzene). Then 95 ml of freshly distilled dimethyl sulphate were added at 40°. The mixture was stirred at reflux for a further 7 hours, cooled to 5°, treated with 20% citric acid solution and extracted with ether. The ethereal phase was washed with bicarbonate solution and ...